This data is from the Open Reaction Database (ORD), a public repository of structured organic reaction records. The task is: describe an organic reaction: reactants, conditions, products, and yield Reactants: ClCC(=O)C1=C2C=CC(NC2=C(C=C1)O)=O (5-chloroacetyl-8-hydroxycarbostyril), C(C)(C)(C)N (tert-butylamine). The solvent is C(C)O (ethanol). Yields the product C(C)(C)(C)NCC(=O)C1=C2C=CC(NC2=C(C=C1)O)=O (5-tert-butylaminoacetyl-8-hydroxycarbostyril). Isolated yield 44.4%. Reaction SMILES: Cl[CH2:2][C:3]([C:5]1[CH:14]=[CH:13][C:12]([OH:15])=[C:11]2[C:6]=1[CH:7]=[CH:8][C:9](=[O:16])[NH:10]2)=[O:4].[C:17]([NH2:21])([CH3:20])([CH3:19])[CH3:18]>C(O)C>[C:17]([NH:21][CH2:2][C:3]([C:5]1[CH:14]=[CH:13][C:12]([OH:15])=[C:11]2[C:6]=1[CH:7]=[CH:8][C:9](=[O:16])[NH:10]2)=[O:4])([CH3:20])([CH3:19])[CH3:18]. Reported procedure: 8.0 g of the 5-chloroacetyl-8-hydroxycarbostyril (IV) (IV) obtained Example 4 or 8 was suspended in 100 ml of ethanol, and 10 g of tert-butylamine was added dropwise to the resulting suspension while stirring followed by stirring at 55° to 60° C. for 5 hours. After the mixture was concentrated to half the volume, concentrated hydrochloric acid was added thereto to adjust the mixture to a pH of 2 to 3. The precipitated crystals were filtered, washed with acetone and recrystallized from ethanol to...